From a dataset of the Open Reaction Database (ORD), a public repository of structured organic reaction records. describe an organic reaction: reactants, conditions, products, and yield Reactants: CCCc1cnc(N2CCN(C(=O)OC(C)(C)C)CC2)c(C)c1, CCOC(C)=O, ClC(Cl)Cl, Cl, [Na+], [OH-]. The product is CCCc1cnc(N2CCNCC2)c(C)c1. Reaction SMILES: [C:1]([O:2][C:3](=[O:4])[N:8]1[CH2:9][CH2:10][N:11]([c:14]2[n:15][cH:16][c:17]([CH2:21][CH2:22][CH3:23])[cH:18][c:19]2[CH3:20])[CH2:12][CH2:13]1)([CH3:5])([CH3:6])[CH3:7].[C:24]([O:25][CH2:26][CH3:27])(=[O:28])[CH3:29].[CH:33]([Cl:34])([Cl:35])[Cl:36].[ClH:30].[Na+:32].[OH-:31]>>[NH:8]1[CH2:9][CH2:10][N:11]([c:14]2[n:15][cH:16][c:17]([CH2:21][CH2:22][CH3:23])[cH:18][c:19]2[CH3:20])[CH2:12][CH2:13]1. Starting materials: CCOC(=O)CC(Cc1cc(Br)c2[nH]ncc2c1COC(C)=O)C(=O)OCC, CN(C)C=O, CCOC(C)=O, O=C1CCC(=O)N1Cl. Yields the product CCOC(=O)CC(Cc1cc(Br)c2[nH]nc(Cl)c2c1COC(C)=O)C(=O)OCC. As a reaction SMILES: [C:1]([CH3:2])(=[O:3])[O:4][CH2:5][c:6]1[c:7]2[cH:8][n:9][nH:10][c:11]2[c:12]([Br:28])[cH:13][c:14]1[CH2:15][CH:16]([C:17](=[O:18])[O:19][CH2:20][CH3:21])[CH2:22][C:23](=[O:24])[O:25][CH2:26][CH3:27].[CH3:37][N:38]([CH3:39])[CH:40]=[O:41].[CH3:42][CH2:43][O:44][C:45](=[O:46])[CH3:47].[Cl:29][N:30]1[C:31](=[O:32])[CH2:33][CH2:34][C:35]1=[O:36]>>[C:1]([CH3:2])(=[O:3])[O:4][CH2:5][c:6]1[c:7]2[c:8]([Cl:29])[n:9][nH:10][c:11]2[c:12]([Br:28])[cH:13][c:14]1[CH2:15][CH:16]([C:17](=[O:18])[O:19][CH2:20][CH3:21])[CH2:22][C:23](=[O:24])[O:25][CH2:26][CH3:27]. The reactants are [S-]C#N.[NH4+] (ammonium thiocyanate), CC1=C(N)C(=CC=C1)C (2,6-dimethylaniline), CC(=O)C (acetone), CC(=O)C (acetone), C(C1=CC=CC=C1)(=O)Cl (benzoyl chloride), ice. The solvent is O (water). Product: CC1=C(C(=CC=C1)C)NC(=S)NC(C1=CC=CC=C1)=O (1-(2,6-dimethylphenyl)-3-benzoylthiourea). Reaction SMILES: [S-:1][C:2]#[N:3].[NH4+].CC(C)=O.[C:9](Cl)(=[O:16])[C:10]1[CH:15]=[CH:14][CH:13]=[CH:12][CH:11]=1.[CH3:18][C:19]1[CH:25]=[CH:24][CH:23]=[C:22]([CH3:26])[C:20]=1[NH2:21]>O>[CH3:18][C:19]1[CH:25]=[CH:24][CH:23]=[C:22]([CH3:26])[C:20]=1[NH:21][C:2]([NH:3][C:9](=[O:16])[C:10]1[CH:15]=[CH:14][CH:13]=[CH:12][CH:11]=1)=[S:1] |f:0.1|. Reported procedure: To 51.0 g. (0.68 mole) of ammonium thiocyanate in 300 ml. acetone is added 86.8 g. (0.62 mole) of benzoyl chloride. The reaction mixture is refluxed for about 5 min. and then 81 g. (0.62 mole) of 2,6-dimethylaniline in 200 ml. acetone is added at a rate to maintain reflux. The mixture is refluxed for 1-1/2 hours, cooled, poured into 1-1/2 liters of ice and water, filtered to obtain 1-(2,6-dimethylphenyl)-3-benzoylthiourea.